Dataset: the Open Reaction Database (ORD), a public repository of structured organic reaction records. Task: describe an organic reaction: reactants, conditions, products, and yield The reactants are COC(C(CC1=CNC2=CC=C(C=C12)OCCOC)([N+](=O)[O-])C)=O ((+/−)-3-[5-(2-methoxy-ethoxy)-1H-indol-3-yl]-2-methyl-2-nitro-propionic acid methyl ester). Run in CO (methanol). Reaction conditions: time 8 hour. The product is COC(C(CC1=CNC2=CC=C(C=C12)OCCOC)(C)N)=O ((+/−)-2-amino-3-[5-(2-methoxy-ethoxy)-1H-indol-3-yl]-2-methyl-propionic acid methyl ester). The yield is 51.6%. As a reaction SMILES: [CH3:1][O:2][C:3](=[O:24])[C:4]([CH3:23])([N+:20]([O-])=O)[CH2:5][C:6]1[C:14]2[C:9](=[CH:10][CH:11]=[C:12]([O:15][CH2:16][CH2:17][O:18][CH3:19])[CH:13]=2)[NH:8][CH:7]=1>CO>[CH3:1][O:2][C:3](=[O:24])[C:4]([NH2:20])([CH3:23])[CH2:5][C:6]1[C:14]2[C:9](=[CH:10][CH:11]=[C:12]([O:15][CH2:16][CH2:17][O:18][CH3:19])[CH:13]=2)[NH:8][CH:7]=1. Reported procedure: To a stirred solution of (+/−)-3-[5-(2-methoxy-ethoxy)-1H-indol-3-yl]-2-methyl-2-nitro-propionic acid methyl ester (12.7 g, 37.8 mmol) in dry methanol (200 ml) Raney nickel (ca 20 g) is added and the mixture is stirred at room temperature under H2 at atmospheric pressure overnight. The reaction mixture is filtered through a pad of Celite and the solid is washed with methanol. The filtrate is concentrated and the residue is purified by column chromatography (dichloromethane-methanol, 9:1) to give... Reactants: COC1=CC2=C(N=CN2)C=C1 (5-methoxybenzimidazole). Solvent: Br (hydrobromic acid). Yields the product N1C=NC2=C1C=CC(=C2)O (1H-Benzoimidazol-5-ol). Yield: 154.9%. Reaction SMILES: C[O:2][C:3]1[CH:11]=[CH:10][C:6]2[N:7]=[CH:8][NH:9][C:5]=2[CH:4]=1>Br>[NH:7]1[C:6]2[CH:10]=[CH:11][C:3]([OH:2])=[CH:4][C:5]=2[N:9]=[CH:8]1. Reported procedure: A solution of 5-methoxybenzimidazole (500 mg, 3.374 mmol) in 48% hydrobromic acid (10 mL) was refluxed for 2 hours. The reaction was cooled to room temperature, the solvent removed by rotary evaporation under vacuum, and the residue azeotroped with toluene (50 mL) to provide the title compound as a tan solid (701 mg, 96%).